This data is from the Open Reaction Database (ORD), a public repository of structured organic reaction records. The task is: describe an organic reaction: reactants, conditions, products, and yield Reactants: CC=1C(=CC(=C(C1O)C=1C(=C(C(=CC1C(C)(C)C)Cl)C)O)C(C)(C)C)Cl (6,6′-dimethyl-5,5′-dichloro-3,3′-di(t-butyl)-2,2′-biphenol), C1(=CC=CC=C1)C (toluene), FC(S(=O)(=O)O)(F)F (trifluoromethanesulfonic acid), O (Water). Run in C(Cl)(Cl)Cl (chloroform). Reaction conditions: temperature 5 celsius, time 1 hour. Product: CC=1C(=CC=C(C1O)C=1C(=C(C(=CC1)Cl)C)O)Cl (6,6′-dimethyl-5,5′-dichloro-2,2′-biphenol). Isolated yield 88.3%. Reaction SMILES: [CH3:1][C:2]1[C:3]([Cl:26])=[CH:4][C:5](C(C)(C)C)=[C:6]([C:9]2[C:10]([OH:21])=[C:11]([CH3:20])[C:12]([Cl:19])=[CH:13][C:14]=2C(C)(C)C)[C:7]=1[OH:8].C1(C)C=CC=CC=1.FC(F)(F)S(O)(=O)=O.O>C(Cl)(Cl)Cl>[CH3:20][C:11]1[C:12]([Cl:19])=[CH:13][CH:14]=[C:9]([C:6]2[C:7]([OH:8])=[C:2]([CH3:1])[C:3]([Cl:26])=[CH:4][CH:5]=2)[C:10]=1[OH:21]. Procedure: The optically active 6,6′-dimethyl-5,5′-dichloro-3,3′-di(t-butyl)-2,2′-biphenol obtained in Example 6 (110 mg, optical purity: >99% ee, 0.28 mmol), toluene (5 ml) and trifluoromethanesulfonic acid (45 mg, 0.5 mmol) were mixed followed by stirring the entire volume for 1 hour at 5° C. Water (1 ml) and chloroform were then added to the reaction mixture followed by extraction and liquid separation. The organic phase was then washed with water and dried with anhydrous magnesium sulfate followed by d... Starting materials: [K+], N#Cc1cccn1Cc1ccccc1N, [OH-], O, OCCO. Yields the product O=C1Nc2ccccc2Cn2cccc21. Reaction SMILES: [K+:21].[NH2:1][c:2]1[c:3]([CH2:4][n:5]2[c:6]([C:10]#[N:11])[cH:7][cH:8][cH:9]2)[cH:12][cH:13][cH:14][cH:15]1.[OH-:20].[OH2:22].[OH:16][CH2:17][CH2:18][OH:19]>>[c:2]12[c:3]([cH:12][cH:13][cH:14][cH:15]1)[CH2:4][n:5]1[c:6]([cH:7][cH:8][cH:9]1)[C:10](=[O:16])[NH:11]2. RXN SMILES: [CH3:1][C:2]1([CH3:38])[C:10]2[C:5](=[CH:6][C:7](B3OC(C)(C)C(C)(C)O3)=[CH:8][CH:9]=2)[N:4]([C:20]2[C:29]3[C:24](=[CH:25][C:26]([F:30])=[CH:27][CH:28]=3)[N:23]=[C:22]([C:31]3[CH:36]=[CH:35][CH:34]=[CH:33][N:32]=3)[C:21]=2[CH3:37])[CH2:3]1.Cl[C:40]1[C:45]([Cl:46])=[CH:44][N:43]=[C:42]([NH2:47])[N:41]=1.C(=O)([O-])[O-].[Na+].[Na+]>O1CCOCC1.O.Cl[Pd](Cl)([P](C1C=CC=CC=1)(C1C=CC=CC=1)C1C=CC=CC=1)[P](C1C=CC=CC=1)(C1C=CC=CC=1)C1C=CC=CC=1>[Cl:46][C:45]1[C:40]([C:7]2[CH:6]=[C:5]3[C:10]([C:2]([CH3:38])([CH3:1])[CH2:3][N:4]3[C:20]3[C:29]4[C:24](=[CH:25][C:26]([F:30])=[CH:27][CH:28]=4)[N:23]=[C:22]([C:31]4[CH:36]=[CH:35][CH:34]=[CH:33][N:32]=4)[C:21]=3[CH3:37])=[CH:9][CH:8]=2)=[N:41][C:42]([NH2:47])=[N:43][CH:44]=1 |f:2.3.4,^1:63,82|. Procedure: Prepared according to procedure P using 4-(3,3-dimethyl-6-(4,4,5,5-tetramethyl-1,3,2-dioxaborolan-2-yl)indolin-1-yl)-7-fluoro-3-methyl-2-(pyridin-2-yl)quinoline (68.7 mg, 0.14 mmol) (described herein), 4,5-dichloropyrimidin-2-amine (22.1 mg, 0.14 mmol), bis(triphenylphosphine)palladium(ii) chloride (9.5 mg, 0.013 mmol), and sodium carbonate (42.9 mg, 0.41 mmol) in 1,4-dioxane (2.9 mL) and water (0.73 mL), and heating in a microwave at 120° C. for 60 min. After purification 5-chloro-4-(1-(7-fluor... Reactants: CC1(CN(C2=CC(=CC=C12)B1OC(C(O1)(C)C)(C)C)C1=C(C(=NC2=CC(=CC=C12)F)C1=NC=CC=C1)C)C (4-(3,3-dimethyl-6-(4,4,5,5-tetramethyl-1,3,2-dioxaborolan-2-yl)indolin-1-yl)-7-fluoro-3-methyl-2-(pyridin-2-yl)quinoline), ClC1=NC(=NC=C1Cl)N (4,5-dichloropyrimidin-2-amine), C([O-])([O-])=O.[Na+].[Na+] (sodium carbonate). Yields the product ClC=1C(=NC(=NC1)N)C1=CC=C2C(CN(C2=C1)C1=C(C(=NC2=CC(=CC=C12)F)C1=NC=CC=C1)C)(C)C (5-chloro-4-(1-(7-fluoro-3-methyl-2-(2-pyridinyl)-4-quinolinyl)-3,3-dimethyl-2,3-dihydro-1H-indol-6-yl)-2-pyrimidinamine). The reagents and catalysts are Cl[Pd]([P](C1=CC=CC=C1)(C2=CC=CC=C2)C3=CC=CC=C3)([P](C4=CC=CC=C4)(C5=CC=CC=C5)C6=CC=CC=C6)Cl (bis(triphenylphosphine)palladium(ii) chloride). The solvent is O1CCOCC1 (1,4-dioxane), O (water). Conditions: temperature 120 celsius.